Dataset: the Open Reaction Database (ORD), a public repository of structured organic reaction records. Task: describe an organic reaction: reactants, conditions, products, and yield Reactants: O1N=C(N=C1)C1=CC=C(CN(S(=O)(=O)C2=CC=C(C=C2)Cl)[C@H]2[C@@H](CCCC2)CO)C=C1 (N-(4-(1,2,4-oxadiazol-3-yl)benzyl)-4-chloro-N-(trans-2-(hydroxymethyl)cyclohexyl)benzenesulfonamide), ClC1=CC=C(S1)S(=O)(=O)N[C@H]1[C@@H](CCCC1)CO (5-chloro-N-(trans-2-(hydroxymethyl)cyclohexyl)thiophene-2-sulfonamide), C([O-])([O-])=O.[Cs+].[Cs+] (cesium carbonate), BrCC1=C(C(=C(C=C1)C=1OC=CN1)F)F (2-(4-(bromomethyl)-2,3-difluorophenyl)oxazole). Product: title compound, ClC1=CC=C(S1)S(=O)(=O)N([C@H]1[C@@H](CCCC1)CO)CC1=C(C(=C(C=C1)C=1OC=CN1)F)F (5-chloro-N-(2,3-difluoro-4-(oxazol-2-yl)benzyl)-N-(trans-2-(hydroxymethyl)cyclohexyl)thiophene-2-sulfonamide). Yield: 17.4%. Reaction SMILES: [Cl:1][C:2]1[S:6][C:5]([S:7]([NH:10][C@@H:11]2[CH2:16][CH2:15][CH2:14][CH2:13][C@H:12]2[CH2:17][OH:18])(=[O:9])=[O:8])=[CH:4][CH:3]=1.C(=O)([O-])[O-].[Cs+].[Cs+].Br[CH2:26][C:27]1[CH:32]=[CH:31][C:30]([C:33]2[O:34][CH:35]=[CH:36][N:37]=2)=[C:29]([F:38])[C:28]=1[F:39].O1C=NC(C2C=CC(CN([C@@H]3CCCC[C@H]3CO)S(C3C=CC(Cl)=CC=3)(=O)=O)=CC=2)=N1>>[Cl:1][C:2]1[S:6][C:5]([S:7]([N:10]([CH2:26][C:27]2[CH:32]=[CH:31][C:30]([C:33]3[O:34][CH:35]=[CH:36][N:37]=3)=[C:29]([F:38])[C:28]=2[F:39])[C@@H:11]2[CH2:16][CH2:15][CH2:14][CH2:13][C@H:12]2[CH2:17][OH:18])(=[O:9])=[O:8])=[CH:4][CH:3]=1 |f:1.2.3|. Reported procedure: The title compound was synthesized from 5-chloro-N-(trans-2-(hydroxymethyl)cyclohexyl)thiophene-2-sulfonamide (100 mg, 0.32 mmol), cesium carbonate (126 mmol, 0.39 mg), and 2-(4-(bromomethyl)-2,3-difluorophenyl)oxazole (93 mg, 0.39 mmol) according to the procedure described for N-(4-(1,2,4-oxadiazol-3-yl)benzyl)-4-chloro-N-(trans-2-(hydroxymethyl)cyclohexyl)benzenesulfonamide (Example 11) to give 5-chloro-N-(2,3-difluoro-4-(oxazol-2-yl)benzyl)-N-(trans-2-(hydroxymethyl)cyclohexyl)thiophene-2-sul... Yield: 94.0%. Conditions: temperature -50 celsius, time 45 minute. Reaction SMILES: C([Li])CCC.Br[C:7]1[CH:15]=[CH:14][C:13]2[N:12]3[CH2:16][CH2:17][CH2:18][C:11]3=[CH:10][C:9]=2[CH:8]=1.C([O:22]B(OC(C)C)OC(C)C)(C)C.C(O)(=O)C.OO>CCCCCC.O1CCCC1.C(OCC)C.O>[CH2:18]1[C:11]2=[CH:10][C:9]3[CH:8]=[C:7]([OH:22])[CH:15]=[CH:14][C:13]=3[N:12]2[CH2:16][CH2:17]1. The product is C1CCN2C1=CC=1C=C(C=CC21)O (2,3-Dihydro-1H-3a-aza-cyclopenta[a]inden-6-ol). Starting materials: solution, C(CCC)[Li] (n-butyllithium), C(C)(C)OB(OC(C)C)OC(C)C (triisoproyl-borate), BrC1=CC=2C=C3N(C2C=C1)CCC3 (6-bromo-2,3-dihydro-1H-3a-aza-cyclopenta[a]indene), C(C)(=O)O (acetic acid), OO (hydrogen peroxide). Solvent: CCCCCC (n-hexane), C(C)OCC (diethyl ether), O (water), O1CCCC1 (tetrahydrofuran). Procedure details: 187.5 mL of a 1.6M solution of n-butyllithium (0.30 mol) in n-hexane was added over 20 min to a cooled (−78° C.) solution of 47.2 g 6-bromo-2,3-dihydro-1H-3a-aza-cyclopenta[a]indene (0.20 mol) in 800 mL tetrahydrofuran. The resulting beige suspension was warmed to −50° C. and stirred at this temperature for 45 min. The mixture was cooled to −78° C., and 92.0 mL (0.40 mol) triisoproyl-borate was added over 10 min. The mixture was stirred 30 min at −78° C. and allowed to warm to 0° C. over 30 min.... The reactants are C1CNCCN1, COCOc1ccc(C2(C)COc3cc(OCOC)ccc3C2CCCCCCCCCOS(=O)(=O)c2ccc(C)cc2)cc1, C1COCCO1. The product is COCOc1ccc(C2(C)COc3cc(OCOC)ccc3C2CCCCCCCCCN2CCNCC2)cc1. As a reaction SMILES: [CH2:46]1[CH2:47][NH:48][CH2:49][CH2:50][NH:51]1.[CH3:1][c:2]1[cH:3][cH:4][c:5]([S:6]([O:7][CH2:12][CH2:13][CH2:14][CH2:15][CH2:16][CH2:17][CH2:18][CH2:19][CH2:20][CH:21]2[C:22]([CH3:35])([c:36]3[cH:37][cH:38][c:39]([O:42][CH2:43][O:44][CH3:45])[cH:40][cH:41]3)[CH2:23][O:24][c:25]3[cH:26][c:27]([O:31][CH2:32][O:33][CH3:34])[cH:28][cH:29][c:30]32)(=[O:8])=[O:9])[cH:10][cH:11]1.[O:52]1[CH2:53][CH2:54][O:55][CH2:56][CH2:57]1>>[CH2:12]([CH2:13][CH2:14][CH2:15][CH2:16][CH2:17][CH2:18][CH2:19][CH2:20][CH:21]1[C:22]([CH3:35])([c:36]2[cH:37][cH:38][c:39]([O:42][CH2:43][O:44][CH3:45])[cH:40][cH:41]2)[CH2:23][O:24][c:25]2[cH:26][c:27]([O:31][CH2:32][O:33][CH3:34])[cH:28][cH:29][c:30]21)[N:48]1[CH2:47][CH2:46][NH:51][CH2:50][CH2:49]1. Starting materials: N, C1CCOC1, CCOC(=O)COc1cccc(CC2CCCC=C2c2nc(-c3ccccc3)c(-c3ccccc3)o2)c1. Yields the product NC(=O)COc1cccc(CC2CCCC=C2c2nc(-c3ccccc3)c(-c3ccccc3)o2)c1. As a reaction SMILES: [NH3:38].[O:39]1[CH2:40][CH2:41][CH2:42][CH2:43]1.[c:1]1(-[c:7]2[n:8][c:9]([C:18]3=[CH:23][CH2:22][CH2:21][CH2:20][CH:19]3[CH2:24][c:25]3[cH:26][c:27]([O:28][CH2:29][C:30]([O:32][CH2:31][CH3:33])=[O:34])[cH:35][cH:36][cH:37]3)[o:10][c:11]2-[c:12]2[cH:13][cH:14][cH:15][cH:16][cH:17]2)[cH:2][cH:3][cH:4][cH:5][cH:6]1>>[c:1]1(-[c:7]2[n:8][c:9]([C:18]3=[CH:23][CH2:22][CH2:21][CH2:20][CH:19]3[CH2:24][c:25]3[cH:26][c:27]([O:28][CH2:29][C:30](=[O:32])[NH2:38])[cH:35][cH:36][cH:37]3)[o:10][c:11]2-[c:12]2[cH:13][cH:14][cH:15][cH:16][cH:17]2)[cH:2][cH:3][cH:4][cH:5][cH:6]1.